This data is from the Open Reaction Database (ORD), a public repository of structured organic reaction records. The task is: describe an organic reaction: reactants, conditions, products, and yield The reactants are C(=O)O (HCOOH), CC(=O)OC(=O)C (Ac2O), mixed acid anhydride, NC(C(=O)OCC)C#N (ethyl 2-amino-2-cyanoacetate). Solvent: C1CCOC1 (THF). Yields the product C(#N)C(C(=O)OCC)NC=O (ethyl 2-cyano-2-formamidoacetate). The yield is 70.4%. Reaction SMILES: [CH:1](O)=[O:2].CC(OC(C)=O)=O.[NH2:11][CH:12]([C:18]#[N:19])[C:13]([O:15][CH2:16][CH3:17])=[O:14]>C1COCC1>[C:18]([CH:12]([NH:11][CH:1]=[O:2])[C:13]([O:15][CH2:16][CH3:17])=[O:14])#[N:19]. Reported procedure: Under N2, HCOOH (2.44 g, 53 mmol) was added to Ac2O (6.48 g, 63.6 mmol) at 0° C. After it was allowed to warm to ambient temperature the reaction was heated at 50° C. for 15 hr. It was allowed to cool to ambient temperature. This mixed acid anhydride was then added dropwise to a solution of ethyl 2-amino-2-cyanoacetate (128 mg, 1 mmol) in dry THF (5 mL) at 0° C. After the cooling bath was removed, the reaction was maintained at ambient temperature for additional 1 hr. The reaction mixture was co... Starting materials: O=C([O-])[O-], COc1ccc(O)cc1, CN(C)CC(=O)O, CCOC(C)=O, Cl, [Cs+], [Cs+], N#Cc1ccc(I)cc1, C1COCCO1, O. The product is COc1ccc(Oc2ccc(C#N)cc2)cc1. RXN SMILES: [C:19](=[O:20])([O-:21])[O-:22].[CH3:10][O:11][c:12]1[cH:13][cH:14][c:15]([OH:18])[cH:16][cH:17]1.[CH3:26][N:27]([CH3:28])[CH2:29][C:30]([OH:31])=[O:32].[CH3:40][CH2:41][O:42][C:43](=[O:44])[CH3:45].[ClH:25].[Cs+:23].[Cs+:24].[I:1][c:2]1[cH:3][cH:4][c:5]([C:6]#[N:7])[cH:8][cH:9]1.[O:33]1[CH2:34][CH2:35][O:36][CH2:37][CH2:38]1.[OH2:39]>>[c:2]1([O:18][c:15]2[cH:14][cH:13][c:12]([O:11][CH3:10])[cH:17][cH:16]2)[cH:3][cH:4][c:5]([C:6]#[N:7])[cH:8][cH:9]1. The reactants are [Cl-].[Cl-].[Cl-].[Cl-].[Hf+4] (hafnium tetrachloride), C1(=CC=CC=C1)C(C)C (cumene), [Cl-].[Al+3].[Cl-].[Cl-] (aluminium chloride), [Al] (aluminium). The reagents and catalysts are [CH-]1C=CC=C1.[CH-]1C=CC=C1.[Fe+2] (ferrocene). Yields the product C1C=CC=[C-]1.C1C=CC=[C-]1.[Cl-].[Cl-].[Hf+4] (hafnocene dichloride). Isolated yield 137.6%. RXN SMILES: [Cl-:1].[Cl-].[Cl-].[Cl-].[Hf+4:5].[C:6]1([CH:12]([CH3:14])C)[CH:11]=[CH:10]C=CC=1.[Cl-].[Al+3].[Cl-].[Cl-].[Al]>[CH-]1C=CC=C1.[CH-]1C=CC=C1.[Fe+2]>[CH2:12]1[C-:14]=[CH:10][CH:11]=[CH:6]1.[CH2:12]1[C-:14]=[CH:10][CH:11]=[CH:6]1.[Cl-:1].[Cl-:1].[Hf+4:5] |f:0.1.2.3.4,6.7.8.9,11.12.13,14.15.16.17.18|. Procedure: In accordance with the procedure of Example 5, 4.3 g (0.0134 mol) of hafnium tetrachloride are added at 55° C. under nitrogen over 30 minutes to a stirred mixture of 56 g of cumene, 5 g (0.027 mol) of ferrocene, 4.8 g (0.0358 mol) of aluminium chloride and 0.12 g (0.0045 mol) of aluminium powder. Working up is effected as in Example 4, affording 3.5 g (68.6% of theory) of hafnocene dichloride which melts at 228°-230° C. The reactants are C1CNCCC1C#N, COC1=CC(=CC=C1)Br. Reagents/catalysts: [Li+].C[Si](C)(C)[N-][Si](C)(C)C, CC(C)CN1CCN2CCN(P1N(CC2)CC(C)C)CC(C)C, CC(=O)O.CC(=O)O.[Pd]. The solvent is CC1=CC=CC=C1. Reaction conditions: temperature 100 celsius. The product is COC1=CC=CC(=C1)N2CCC(CC2)C#N. Yield: 28.5%. Reported procedure: Reaction carried out by , work up and purification on this page.  piperidine-4-carbonitrile (7.07 g, 64.16 mmol); 1-bromo-3-methoxybenzene (6.77 mL, 53.47 mmol) and diacetoxypalladium (2.401 g, 10.69 mmol) were thoroughly placed under an inert atmoshere. To this was added 2,8,9-triisobutyl-2,5,8,9-tetraaza-1-phosphabicyclo[3.3.3]undecane (0.732 g, 2.14 mmol); LITHIUM BIS(TRIMETHYLSILYL)AMIDE (123 mL, 122.97 mmol) and toluene (20 mL). The resultant mixture was stirred overnight at 100 °C (suspect... The product is CCOP(=O)(OCC)C(Nc1ccc(Cl)nc1)P(=O)(OCC)OCC. Starting materials: O=C1CCC(=O)N1Br, ClC(Cl)(Cl)Cl, CCOP(OCC)OCC, Nc1ccc(Cl)nc1, CCOP(=O)(CI)OCC, [NH2-], [Na], C1CCOC1. Reaction SMILES: [Br:21][N:22]1[C:23](=[O:24])[CH2:25][CH2:26][C:27]1=[O:28].[C:39]([Cl:40])([Cl:41])([Cl:42])[Cl:43].[CH2:29]([CH3:30])[O:31][P:32]([O:33][CH2:34][CH3:35])[O:36][CH2:37][CH3:38].[Cl:1][c:2]1[cH:3][cH:4][c:5]([NH2:8])[cH:6][n:7]1.[I:9][CH2:10][P:11]([O:12][CH2:13][CH3:14])([O:15][CH2:16][CH3:17])=[O:18].[NH2-:20].[Na:19].[O:44]1[CH2:45][CH2:46][CH2:47][CH2:48]1>>[Cl:1][c:2]1[cH:3][cH:4][c:5]([NH:8][CH:10]([P:11]([O:12][CH2:13][CH3:14])([O:15][CH2:16][CH3:17])=[O:18])[P:32]([O:31][CH2:29][CH3:30])([O:33][CH2:34][CH3:35])=[O:36])[cH:6][n:7]1.